From a dataset of the Open Reaction Database (ORD), a public repository of structured organic reaction records. describe an organic reaction: reactants, conditions, products, and yield The reactants are [NH2-].[Na+] (sodium amide), Cl.FC1=CC=C(C=C1)NN ((4-Fluorophenyl)hydrazine hydrochloride), BrCC1=CC(=C(C=C1)C(F)(F)F)F (4-(bromomethyl)-2-fluoro-1-(trifluoromethyl)benzene). Solvent: O1CCCC1 (tetrahydrofuran). Reaction conditions: temperature 50 celsius, time 5 minute. Product: FC=1C=C(CN(N)C2=CC=C(C=C2)F)C=CC1C(F)(F)F (1-(3-fluoro-4-trifluoromethylbenzyl)-1-(4-fluorophenyl)hydrazine). As a reaction SMILES: [NH2-].[Na+].Cl.[F:4][C:5]1[CH:10]=[CH:9][C:8]([NH:11][NH2:12])=[CH:7][CH:6]=1.Br[CH2:14][C:15]1[CH:20]=[CH:19][C:18]([C:21]([F:24])([F:23])[F:22])=[C:17]([F:25])[CH:16]=1>O1CCCC1>[F:25][C:17]1[CH:16]=[C:15]([CH:20]=[CH:19][C:18]=1[C:21]([F:22])([F:23])[F:24])[CH2:14][N:11]([C:8]1[CH:9]=[CH:10][C:5]([F:4])=[CH:6][CH:7]=1)[NH2:12] |f:0.1,2.3|. Procedure: A flask containing tetrahydrofuran (2.0 mL) was charged with sodium amide (152 mg, 3.69 mmol; Aldrich) and chilled to 0° C. (4-Fluorophenyl)hydrazine hydrochloride (400 mg, 3.17 mmol; Aldrich) was added in portions. After 5 minutes, the solid had completely dissolved and the ice bath was removed. Stirring was continued for 1 hour, then the solution was chilled again in an ice bath and 4-(bromomethyl)-2-fluoro-1-(trifluoromethyl)benzene (598 mg, 2.33 mmol; Alfa Aesar) was added dropwise. After 30... The reactants are BrC=1C=C(C(=NC1)N)C=1NC=2C(=NC=CC2)N1 (5-bromo-3-(1H-imidazo[4,5-b]pyridin-2-yl)pyridin-2-ylamine), CN1N=CC(=C1)B1OC(C(O1)(C)C)(C)C (1-methyl-4-(4,4,5,5-tetramethyl-1,3,2-dioxaborolan-2-yl)-1H-pyrazole), C([O-])([O-])=O.[Na+].[Na+] (sodium carbonate). Reagents/catalysts: C=1C=CC(=CC1)[P](C=2C=CC=CC2)(C=3C=CC=CC3)[Pd]([P](C=4C=CC=CC4)(C=5C=CC=CC5)C=6C=CC=CC6)([P](C=7C=CC=CC7)(C=8C=CC=CC8)C=9C=CC=CC9)[P](C=1C=CC=CC1)(C=1C=CC=CC1)C=1C=CC=CC1 (tetrakis(triphenylphosphine)palladium(0)). Solvent: CN(C=O)C (N,N-dimethylformamide). Product: N1C(=NC2=NC=CC=C21)C=2C(=NC=C(C2)C=2C=NN(C2)C)N (3-(1H-imidazo[4,5-b]pyridin-2-yl)-5-(1-methyl-1H-pyrazol-4-yl)pyridin-2-ylamine). RXN SMILES: Br[C:2]1[CH:3]=[C:4]([C:9]2[NH:10][C:11]3[C:12]([N:17]=2)=[N:13][CH:14]=[CH:15][CH:16]=3)[C:5]([NH2:8])=[N:6][CH:7]=1.[CH3:18][N:19]1[CH:23]=[C:22](B2OC(C)(C)C(C)(C)O2)[CH:21]=[N:20]1.C(=O)([O-])[O-].[Na+].[Na+]>CN(C)C=O.C1C=CC([P]([Pd]([P](C2C=CC=CC=2)(C2C=CC=CC=2)C2C=CC=CC=2)([P](C2C=CC=CC=2)(C2C=CC=CC=2)C2C=CC=CC=2)[P](C2C=CC=CC=2)(C2C=CC=CC=2)C2C=CC=CC=2)(C2C=CC=CC=2)C2C=CC=CC=2)=CC=1>[NH:10]1[C:11]2[C:12](=[N:13][CH:14]=[CH:15][CH:16]=2)[N:17]=[C:9]1[C:4]1[C:5]([NH2:8])=[N:6][CH:7]=[C:2]([C:22]2[CH:21]=[N:20][N:19]([CH3:18])[CH:23]=2)[CH:3]=1 |f:2.3.4,^1:47,49,68,87|. Procedure: 58 mg (0.200 mmol) of 5-bromo-3-(1H-imidazo[4,5-b]pyridin-2-yl)pyridin-2-ylamine and 45.8 mg (0.220 mmol) of 1-methyl-4-(4,4,5,5-tetramethyl-1,3,2-dioxaborolan-2-yl)-1H-pyrazole are suspended in 2 ml of N,N-dimethylformamide in a nitrogen-filled microwave vessel, and 0.57 ml (1.142 mmol) of 2M sodium carbonate solution and 23.1 mg (0.020 mmol) of tetrakis(triphenylphosphine)palladium(0) are added. The reaction solution is irradiated with microwaves for 30 min at 120° C. in the Biotage SmithSynth... Starting materials: Cl, O=[N+]([O-])c1ccc2ncsc2c1, [NH4+], [OH-], Cl[Sn]Cl. The product is Nc1ccc2ncsc2c1. Reaction SMILES: [ClH:18].[N+:1]([O-:2])(=[O:3])[c:4]1[cH:5][c:6]2[c:7]([n:8][cH:9][s:10]2)[cH:11][cH:12]1.[NH4+:17].[OH-:16].[Sn:13]([Cl:14])[Cl:15]>>[NH2:1][c:4]1[cH:5][c:6]2[c:7]([n:8][cH:9][s:10]2)[cH:11][cH:12]1. Reactants: [N+](=O)([O-])C(C)C (2-nitropropane), [Na] (Sodium), BrC1=CC(=C(CBr)C=C1)F (4-bromo-2-fluorobenzyl bromide). The solvent is C(C)O (ethanol), C(C)O (ethanol). Run at time 3 hour. Product: BrC1=CC(=C(C=O)C=C1)F (4-bromo-2-fluorobenzaldehyde). As a reaction SMILES: [Na].[N+](C(C)C)([O-])=[O:3].[Br:8][C:9]1[CH:16]=[CH:15][C:12]([CH2:13]Br)=[C:11]([F:17])[CH:10]=1>C(O)C>[Br:8][C:9]1[CH:16]=[CH:15][C:12]([CH:13]=[O:3])=[C:11]([F:17])[CH:10]=1 |^1:0|. Procedure: Sodium (317 mg) was dissolved in ethanol (30 ml), then 2-nitropropane (1.24 ml) was added. To the mixture 4-bromo-2-fluorobenzyl bromide (3.55 g) in ethanol (10 ml) was added. The reaction mixture was stirred at room temperature for 3 hours, and insoluble materials were filtered off. The filtrate was concentrated and the residue was dissolved in diethyl ether and water. The organic layer was washed with 1N sodium hydroxide and water, dried over magnesium sulfate and concentrated. The residue was... Starting materials: CO, COC(=O)Cc1cccc(Cn2c(O)nc3c(N)nc(Cl)nc32)c1, Cl, [Na+], [OH-]. Product: Nc1nc(Cl)nc2c1nc(O)n2Cc1cccc(CC(=O)O)c1. Reaction SMILES: [CH3:28][OH:29].[Cl:1][c:2]1[n:3][c:4]([NH2:24])[c:5]2[n:6][c:7]([OH:23])[n:8]([CH2:11][c:12]3[cH:13][c:14]([CH2:18][C:19](=[O:20])[O:21][CH3:22])[cH:15][cH:16][cH:17]3)[c:9]2[n:10]1.[ClH:25].[Na+:27].[OH-:26]>>[Cl:1][c:2]1[n:3][c:4]([NH2:24])[c:5]2[n:6][c:7]([OH:23])[n:8]([CH2:11][c:12]3[cH:13][c:14]([CH2:18][C:19](=[O:20])[OH:21])[cH:15][cH:16][cH:17]3)[c:9]2[n:10]1. Reactants: Cc1nc(N)ccc1Br, [Na+], [OH-], O, O=[N+]([O-])O, O=S(=O)(O)O. The product is Cc1nc(N)c([N+](=O)[O-])cc1Br. As a reaction SMILES: [NH2:5][c:6]1[cH:7][cH:8][c:9]([Br:13])[c:10]([CH3:12])[n:11]1.[Na+:16].[OH-:15].[OH2:14].[OH:1][N+:2]([O-:3])=[O:4].[S:17](=[O:18])(=[O:19])([OH:20])[OH:21]>>[O-:1][N+:2](=[O:4])[c:7]1[c:6]([NH2:5])[n:11][c:10]([CH3:12])[c:9]([Br:13])[cH:8]1. Starting materials: BrC1=CN=C(C2=CC(=CC=C12)C(=O)OC)C1=C(C=C(C=C1F)F)F (methyl 4-bromo-1-(2,4,6-trifluorophenyl)isoquinoline-7-carboxylate), C1(CCCCC1)P(C1CCCCC1)C1CCCCC1 (tricyclohexylphosphine), P(=O)([O-])([O-])[O-].[K+].[K+].[K+] (tripotassium phosphate), C1(=CC=CC=C1)C (toluene). The reagents and catalysts are C(C)(=O)[O-].[Pd+2].C(C)(=O)[O-] (palladium acetate). Run in O (water), O (water), C(C)(=O)OCC (ethyl acetate). Run at temperature 100 celsius, time 12 hour. Yields the product FC1=C(C(=CC(=C1)F)F)C1=NC=C(C2=CC=C(C=C12)C(=O)OC)C=C (methyl 1-(2,4,6-trifluorophenyl)-4-vinylisoquinoline-7-carboxylate). Yield: 326.7%. RXN SMILES: Br[C:2]1[C:11]2[C:6](=[CH:7][C:8]([C:12]([O:14][CH3:15])=[O:13])=[CH:9][CH:10]=2)[C:5]([C:16]2[C:21]([F:22])=[CH:20][C:19]([F:23])=[CH:18][C:17]=2[F:24])=[N:4][CH:3]=1.[CH:25]1(P(C2CCCCC2)C2CCCCC2)CCCC[CH2:26]1.P([O-])([O-])([O-])=O.[K+].[K+].[K+].C1(C)C=CC=CC=1>O.C(OCC)(=O)C.C([O-])(=O)C.[Pd+2].C([O-])(=O)C>[F:24][C:17]1[CH:18]=[C:19]([F:23])[CH:20]=[C:21]([F:22])[C:16]=1[C:5]1[C:6]2[C:11](=[CH:10][CH:9]=[C:8]([C:12]([O:14][CH3:15])=[O:13])[CH:7]=2)[C:2]([CH:25]=[CH2:26])=[CH:3][N:4]=1 |f:2.3.4.5,9.10.11|. Procedure: Under argon gas atmosphere, a mixture of methyl 4-bromo-1-(2,4,6-trifluorophenyl)isoquinoline-7-carboxylate (292 mg), 2,4,6-trivinylboroxin-pyridine complex (89 mg), palladium acetate (19 mg), tricyclohexylphosphine (45 mg), tripotassium phosphate (280 mg), toluene (7 mL), and water (0.5 mL) was heated under stirring in an oil bath at 100° C. for 12 hours. The reaction mixture was returned to room temperature, diluted with water and ethyl acetate, and then the insoluble materials were separated ... Reactants: C=CCCCC(C)(C)N, C=CCCCN(C)C(=O)NC(C(=O)O)C(C)(C)C. Yields the product C=CCCCC(C)(C)NC(=O)NC(C(=O)O)C(C)(C)C. RXN SMILES: [CH3:19][C:20]([CH3:21])([CH2:22][CH2:23][CH2:24][CH:25]=[CH2:26])[NH2:27].[CH3:1][C:2]([CH:3]([NH:4][C:5](=[O:6])[N:7]([CH3:8])[CH2:9][CH2:10][CH2:11][CH:12]=[CH2:13])[C:14](=[O:15])[OH:16])([CH3:17])[CH3:18]>>[CH3:1][C:2]([CH:3]([NH:4][C:5](=[O:6])[NH:27][C:20]([CH3:19])([CH3:21])[CH2:22][CH2:23][CH2:24][CH:25]=[CH2:26])[C:14](=[O:15])[OH:16])([CH3:17])[CH3:18]. Starting materials: FC1=CC=CC(=N1)C1=NN(C2=CN=C(C=C21)C=2C=NN(C2)CC(=O)N)C2OCCCC2 (2-(4-(3-(6-fluoropyridin-2-yl)-1-(tetrahydro-2H-pyran-2-yl)-1H-pyrazolo[3,4-c]pyridin-5-yl)-1H-pyrazol-1-yl)acetamide), FC(C(=O)O)(F)F (trifluoroacetic acid). Reaction conditions: time 18 hour. Product: FC1=CC=CC(=N1)C1=NNC2=CN=C(C=C21)C=2C=NN(C2)CC(=O)N (2-(4-(3-(6-fluoropyridin-2-yl)-1H-pyrazolo[3,4-c]pyridin-5-yl)-1H-pyrazol-1-yl)acetamide). As a reaction SMILES: [F:1][C:2]1[N:7]=[C:6]([C:8]2[C:16]3[C:11](=[CH:12][N:13]=[C:14]([C:17]4[CH:18]=[N:19][N:20]([CH2:22][C:23]([NH2:25])=[O:24])[CH:21]=4)[CH:15]=3)[N:10](C3CCCCO3)[N:9]=2)[CH:5]=[CH:4][CH:3]=1.FC(F)(F)C(O)=O>>[F:1][C:2]1[N:7]=[C:6]([C:8]2[C:16]3[C:11](=[CH:12][N:13]=[C:14]([C:17]4[CH:18]=[N:19][N:20]([CH2:22][C:23]([NH2:25])=[O:24])[CH:21]=4)[CH:15]=3)[NH:10][N:9]=2)[CH:5]=[CH:4][CH:3]=1. Reported procedure: A mixture of 60 mg (0.142 mmol) of 2-(4-(3-(6-fluoropyridin-2-yl)-1-(tetrahydro-2H-pyran-2-yl)-1H-pyrazolo[3,4-c]pyridin-5-yl)-1H-pyrazol-1-yl)acetamide and 2 ml of trifluoroacetic acid was stirred for 18 hours. The mixture was concentrated in vacuum, the residue stirred with 5 ml of saturated aqueous sodium bicarbonate for 30 min. The precipitate was collected by filtration, washed with water and recrystallized from methanol affording 35 mg (26%) of 178 over 4 steps. ESI MS m/z 338.0 (M+1). 1H ...